Task: describe an organic reaction: reactants, conditions, products, and yield. Dataset: the Open Reaction Database (ORD), a public repository of structured organic reaction records Reactants: CN(C)C(=O)n1cc(-c2cnco2)c2cc(Br)cnc21, CCO, [Na+], [OH-]. Yields the product Brc1cnc2[nH]cc(-c3cnco3)c2c1. Reaction SMILES: [CH3:1][N:2]([CH3:3])[C:4]([n:5]1[cH:6][c:7](-[c:15]2[cH:16][n:17][cH:18][o:19]2)[c:8]2[c:9]1[n:10][cH:11][c:12]([Br:14])[cH:13]2)=[O:20].[CH3:23][CH2:24][OH:25].[Na+:22].[OH-:21]>>[nH:5]1[cH:6][c:7](-[c:15]2[cH:16][n:17][cH:18][o:19]2)[c:8]2[c:9]1[n:10][cH:11][c:12]([Br:14])[cH:13]2.